This data is from the Open Reaction Database (ORD), a public repository of structured organic reaction records. The task is: describe an organic reaction: reactants, conditions, products, and yield The reactants are [N+](=O)([O-])C=1C=C(C(=O)O)C=C(C1OCC(F)(F)F)S(N)(=O)=O (3-Nitro-5-sulphamyl-4-(β,β,β-trifluoroethoxy)-benzoic acid), [OH-].[Li+] (lithium hydroxide), [H][H] (hydrogen), [H][H] (hydrogen). The reagents and catalysts are Pd on-carbon. Run in O (water). The product is NC=1C=C(C(=O)O)C=C(C1OCC(F)(F)F)S(N)(=O)=O (3-amino-5-sulphamyl-4-(β ,β ,β-trifluoroethoxy)-benzoic acid). As a reaction SMILES: [N+:1]([C:4]1[CH:5]=[C:6]([CH:10]=[C:11]([S:19](=[O:22])(=[O:21])[NH2:20])[C:12]=1[O:13][CH2:14][C:15]([F:18])([F:17])[F:16])[C:7]([OH:9])=[O:8])([O-])=O.[OH-].[Li+].[H][H]>O>[NH2:1][C:4]1[CH:5]=[C:6]([CH:10]=[C:11]([S:19](=[O:21])(=[O:22])[NH2:20])[C:12]=1[O:13][CH2:14][C:15]([F:17])([F:16])[F:18])[C:7]([OH:9])=[O:8] |f:1.2|. Reported procedure: 3-Nitro-5-sulphamyl-4-(β,β,β-trifluoroethoxy)-benzoic acid (2 g) in water (30 ml) was adjusted to a pH of 9 by addition of lithium hydroxide, and the resulting solution was hydrogenated at room temperature and at a hydrogen pressure of 1.1 atmospheres after addition of Pd-on-carbon catalyst (0.2 g catalyst containing 10% Pd). After the hydrogen uptake had become negligible, the catalyst was removed by filtration, and the 3-amino-5-sulphamyl-4-(β ,β ,β-trifluoroethoxy)-benzoic acid was precipitat...